This data is from the Open Reaction Database (ORD), a public repository of structured organic reaction records. The task is: describe an organic reaction: reactants, conditions, products, and yield Reactants: O1C(=CC2=C1C=CC=C2)C(=O)N[C@@H](CC2=CNC1=CC=CC=C21)C(=O)OC (Methyl Nα-(Benzofuran-2-Carbonyl)-L-Tryptophanate), [OH-].[Na+] (sodium hydroxide). The solvent is CO (methanol). Product: O1C(=CC2=C1C=CC=C2)C(=O)N[C@@H](CC2=CNC1=CC=CC=C21)C(=O)O (Nα-(Benzofuran-2-Carbonyl)-L-Tryptophan). The yield is 68.7%. RXN SMILES: [O:1]1[C:5]2[CH:6]=[CH:7][CH:8]=[CH:9][C:4]=2[CH:3]=[C:2]1[C:10]([NH:12][C@H:13]([C:24]([O:26]C)=[O:25])[CH2:14][C:15]1[C:23]2[C:18](=[CH:19][CH:20]=[CH:21][CH:22]=2)[NH:17][CH:16]=1)=[O:11].[OH-].[Na+]>CO>[O:1]1[C:5]2[CH:6]=[CH:7][CH:8]=[CH:9][C:4]=2[CH:3]=[C:2]1[C:10]([NH:12][C@H:13]([C:24]([OH:26])=[O:25])[CH2:14][C:15]1[C:23]2[C:18](=[CH:19][CH:20]=[CH:21][CH:22]=2)[NH:17][CH:16]=1)=[O:11] |f:1.2|. Procedure details: The same procedures as in Example 64 were carried out from the compound obtained in Example 18 (5.6 g), 1 mol/L of an aqueous sodium hydroxide solution (23 mL), and methanol (230 mL), to give the captioned compound (3.7 g, 69%) as crystals.